The task is: describe an organic reaction: reactants, conditions, products, and yield. This data is from the Open Reaction Database (ORD), a public repository of structured organic reaction records. Reactants: C1(CC1)COC1=CC=C2C=NNC2=C1 (6-(cyclopropylmethoxy)-1H-indazole), C(C1=CC=CC=C1)OC1=CC=C(C=C1)Br (1-(benzyloxy)-4-bromobenzene), CNC1C(CCCC1)NC ((1RS,2RS)—N,N′-dimethylcyclohexane-1,2-diamine), P(=O)([O-])([O-])[O-].[K+].[K+].[K+] (tripotassium phosphate). The reagents and catalysts are [Cu]I (copper(I) iodide). Solvent: C1(=CC=CC=C1)C (toluene), C(C)(=O)OCC (ethyl acetate), O (water). Run at temperature 110 celsius, time 8 hour. Yields the product C(C1=CC=CC=C1)OC1=CC=C(C=C1)N1N=C2C=C(C=CC2=C1)OCC1CC1 (2-[4-(benzyloxy)phenyl]-6-(cyclopropylmethoxy)-2H-indazole). The yield is 100.1%. Reaction SMILES: [CH:1]1([CH2:4][O:5][C:6]2[CH:14]=[C:13]3[C:9]([CH:10]=[N:11][NH:12]3)=[CH:8][CH:7]=2)[CH2:3][CH2:2]1.[CH2:15]([O:22][C:23]1[CH:28]=[CH:27][C:26](Br)=[CH:25][CH:24]=1)[C:16]1[CH:21]=[CH:20][CH:19]=[CH:18][CH:17]=1.CNC1CCCCC1NC.P([O-])([O-])([O-])=O.[K+].[K+].[K+]>C(OCC)(=O)C.O.[Cu]I.C1(C)C=CC=CC=1>[CH2:15]([O:22][C:23]1[CH:28]=[CH:27][C:26]([N:11]2[CH:10]=[C:9]3[C:13]([CH:14]=[C:6]([O:5][CH2:4][CH:1]4[CH2:2][CH2:3]4)[CH:7]=[CH:8]3)=[N:12]2)=[CH:25][CH:24]=1)[C:16]1[CH:21]=[CH:20][CH:19]=[CH:18][CH:17]=1 |f:3.4.5.6|. Procedure: A mixture of 6-(cyclopropylmethoxy)-1H-indazole (376 mg), 1-(benzyloxy)-4-bromobenzene (632 mg), copper(I) iodide (38.1 mg), (1RS,2RS)—N,N′-dimethylcyclohexane-1,2-diamine (114 mg), tripotassium phosphate (892 mg) and toluene (2 mL) was stirred under an argon atmosphere at 110° C. overnight. The reaction mixture was diluted with ethyl acetate and water, and filtered through celite. The organic layer separated from the obtained filtrate was washed with saturated brine, and dried over anhydrous ma... The reactants are BrC=1C=C2C=CC(=CC2=CC1)O (6-bromo-2-naphthol), CC(=O)CCC=1C=CC=2C=C(C=CC2C1)OC (nabumetone), BrC=1C=C2C=CC(=CC2=CC1)OC (6-bromo-2-methoxynaphthalene), ( a ), CC(=O)CCC=1C=CC=2C=C(C=CC2C1)OC (nabumetone), BrC=1C=C2C=CC(=CC2=CC1)O (6-bromo-2-naphthol), BrC=1C=C2C=CC(=CC2=CC1)OC (6-bromo-2-methoxynaphthalene). Solvent: CN(C=O)C (N,N-dimethylformamide). The product is COC=1C=C2C=CC(=CC2=CC1)C=O (6-methoxy-2-naphthaldehyde). As a reaction SMILES: BrC1C=C2C(=CC=1)C=C([OH:12])C=C2.CC(C[CH2:17][C:18]1[CH:19]=[CH:20][C:21]2[CH:22]=[C:23]([O:28][CH3:29])[CH:24]=[CH:25][C:26]=2[CH:27]=1)=O.BrC1C=C2C(=CC=1)C=C(OC)C=C2>CN(C)C=O>[CH3:29][O:28][C:23]1[CH:22]=[C:21]2[C:26](=[CH:25][CH:24]=1)[CH:27]=[C:18]([CH:17]=[O:12])[CH:19]=[CH:20]2. Procedure details: When it is wished to convert the 6-bromo-2-naphthol to nabumetone, the 6-bromo-2-naphthol is first converted to a 6-bromo-2-methoxynaphthalene intermediate as described above, and the intermediate is then converted to nabumetone by any of the techniques already known for that conversion. For example, as described in U.S. Pat. No. 5,225,603 (Aslam et al.), the 6-bromo-2-methoxynaphthalene may be (a) reacted with N,N-dimethylformamide to form 6-methoxy-2-naphthaldehyde, which is then condensed wit... Reactants: ClC=1C=CC2=C(N(C(C3=CN=CC=C23)=O)C)C1 (8-chloro-6-methylbenzo[c][2,7]naphthyridin-5(6H)-one), C([O-])([O-])=O.[Cs+].[Cs+] (cesium carbonate), di-tert-butyl(2′,4′,6′-triisopropyl-[1′,1′-biphenyl]-2-yl)phosphine, C(=O)(OC(C)(C)C)N[C@@H](CC(C)C)CO (N-Boc L-Leucinol). The reagents and catalysts are C(C)(=O)[O-].[Pd+2].C(C)(=O)[O-] (palladium(II)acetate). The solvent is C1(=CC=CC=C1)C (toluene). Reaction conditions: temperature 80 celsius, time 8 hour. The product is CC(C[C@@H](COC=1C=CC2=C(N(C(C3=CN=CC=C23)=O)C)C1)NC(OC(C)(C)C)=O)C ((S)-tert-butyl (4-methyl-1-((6-methyl-5-oxo-5,6 dihydrobenzo[c][2,7]naphthyridin-8-yl)oxy)pentan-2-yl)carbamate). The yield is 18.9%. Reaction SMILES: Cl[C:2]1[CH:3]=[CH:4][C:5]2[C:14]3[C:9](=[CH:10][N:11]=[CH:12][CH:13]=3)[C:8](=[O:15])[N:7]([CH3:16])[C:6]=2[CH:17]=1.C(=O)([O-])[O-].[Cs+].[Cs+].[C:24]([NH:31][C@H:32]([CH2:37][OH:38])[CH2:33][CH:34]([CH3:36])[CH3:35])([O:26][C:27]([CH3:30])([CH3:29])[CH3:28])=[O:25]>C1(C)C=CC=CC=1.C([O-])(=O)C.[Pd+2].C([O-])(=O)C>[CH3:35][CH:34]([CH3:36])[CH2:33][C@H:32]([NH:31][C:24](=[O:25])[O:26][C:27]([CH3:30])([CH3:29])[CH3:28])[CH2:37][O:38][C:2]1[CH:3]=[CH:4][C:5]2[C:14]3[C:9](=[CH:10][N:11]=[CH:12][CH:13]=3)[C:8](=[O:15])[N:7]([CH3:16])[C:6]=2[CH:17]=1 |f:1.2.3,6.7.8|. Procedure details: To a solution of 8-chloro-6-methylbenzo[c][2,7]naphthyridin-5(6H)-one (440 mg, 1.80 mmol) in toluene (8 mL) at room temperature, was added cesium carbonate (879 mg, 2.70 mmol) and di-tert-butyl(2′,4′,6′-triisopropyl-[1′,1′-biphenyl]-2-yl)phosphine (458 mg, 1.079 mmol) and the mixture was degassed for 5 min. The mixture was then treated with N-Boc L-Leucinol (1160 mg, 5.39 mmol) followed by palladium(II)acetate (121 mg, 0.54 mmol) and the mixture degassed for another 10 min. The reaction mixture ...